From a dataset of the Open Reaction Database (ORD), a public repository of structured organic reaction records. describe an organic reaction: reactants, conditions, products, and yield The reactants are ClC1=C(C(=O)O)C=CC(=C1)C1=NN(C=C1)C (2-Chloro-4-(1-methyl-1H-pyrazol-3-yl)-benzoic acid), C(C(=O)Cl)(=O)Cl (oxalyl chloride), N1=CC=CC2=C1NC1=C(NC2)C=CC=C1 (6,11-Dihydro-5H-pyrido[2,3-b][1,5]benzodiazepine), C([O-])([O-])=O.[K+].[K+] (potassium carbonate). The solvent is ClCCl (dichloromethane), CN(C=O)C (dimethylformamide). Run at time 1 hour. The product is ClC1=C(C=CC(=C1)C1=NN(C=C1)C)C(=O)N1CC2=C(NC3=C1C=CC=C3)N=CC=C2 ([2-Chloro-4-(1-methyl-1H-pyrazol-3-yl)-phenyl]-(6,11-dihydro-5H-pyrido[2,3-b][1,5]benzodiazepin-6-yl)-methanone). RXN SMILES: [Cl:1][C:2]1[CH:10]=[C:9]([C:11]2[CH:15]=[CH:14][N:13]([CH3:16])[N:12]=2)[CH:8]=[CH:7][C:3]=1[C:4]([OH:6])=O.C(Cl)(=O)C(Cl)=O.[N:23]1[C:28]2[NH:29][C:30]3[CH:37]=[CH:36][CH:35]=[CH:34][C:31]=3[NH:32][CH2:33][C:27]=2[CH:26]=[CH:25][CH:24]=1.C(=O)([O-])[O-].[K+].[K+]>ClCCl.CN(C)C=O>[Cl:1][C:2]1[CH:10]=[C:9]([C:11]2[CH:15]=[CH:14][N:13]([CH3:16])[N:12]=2)[CH:8]=[CH:7][C:3]=1[C:4]([N:32]1[C:31]2[CH:34]=[CH:35][CH:36]=[CH:37][C:30]=2[NH:29][C:28]2[N:23]=[CH:24][CH:25]=[CH:26][C:27]=2[CH2:33]1)=[O:6] |f:3.4.5|. Procedure: Under anhydrous conditions a mixture of the 2-chloro-4-(1-methyl-1H-pyrazol-3-yl)-benzoic acid of Example 13, Step E (1.9 g, 8.05 mmol) and oxalyl chloride (0.79 mL, 9.0 mmol) in 20 mL of dichloromethane containing a catalytic amount of dimethylformamide was stirred at ambient temperature for 1 hour. The solvent was evaporated and the solid acid chloride was dissolved in 5 mL of dimethylformamide and added directly to a mixture of 6,11-dihydro-5H-pyrido[2,3-b][1,5]benzodiazepine of Example 1, St... Starting materials: C1CCN2[C@@H]1CNC1=C(C2)C=CC=C1 ((11aS)-1,2,3,10,11,11a-hexahydro-5H-pyrrolo[2,1-c][1,4]benzodiazepine), C1(=CC=CC=C1)C1=C(C(=O)NC2=CC=C(C(=O)O)C=C2)C=CC=C1 (4-[(2-phenylbenzoyl)amino]benzoic acid). The product is C1(=CC=CC=C1)C1=C(C(=O)NC2=CC=C(C(=O)N3C[C@H]4N(CC5=C3C=CC=C5)CCC4)C=C2)C=CC=C1 ((11aS)-10-[4-[(2-phenylbenzoyl)amino]benzoyl]-1,2,3,10,11, 11a-hexahydro-5H-pyrrolo[2,1-c][1,4]benzodiazepine). As a reaction SMILES: [CH2:1]1[C@H:5]2[CH2:6][NH:7][C:8]3[CH:14]=[CH:13][CH:12]=[CH:11][C:9]=3[CH2:10][N:4]2[CH2:3][CH2:2]1.[C:15]1([C:21]2[CH:38]=[CH:37][CH:36]=[CH:35][C:22]=2[C:23]([NH:25][C:26]2[CH:34]=[CH:33][C:29]([C:30](O)=[O:31])=[CH:28][CH:27]=2)=[O:24])[CH:20]=[CH:19][CH:18]=[CH:17][CH:16]=1>>[C:15]1([C:21]2[CH:38]=[CH:37][CH:36]=[CH:35][C:22]=2[C:23]([NH:25][C:26]2[CH:27]=[CH:28][C:29]([C:30]([N:7]3[C:8]4[CH:14]=[CH:13][CH:12]=[CH:11][C:9]=4[CH2:10][N:4]4[CH2:3][CH2:2][CH2:1][C@H:5]4[CH2:6]3)=[O:31])=[CH:33][CH:34]=2)=[O:24])[CH:20]=[CH:19][CH:18]=[CH:17][CH:16]=1. Procedure: The same procedures used in Example 25 were repeated using (11aS)-1,2,3,10,11,11a-hexahydro-5H-pyrrolo[2,1-c][1,4]benzodiazepine prepared in Reference Example 28 and 4-[(2-phenylbenzoyl)amino]benzoic acid to give (11aS)-10-[4-[(2-phenylbenzoyl)amino]benzoyl]-1,2,3,10,11, 11a-hexahydro-5H-pyrrolo[2,1-c][1,4]benzodiazepine. The resulting (11aS)-10-[4-[(2-phenylbenzoyl)amino]benzoyl]-1,2,3,10,11,11a-hexahydro-5H-pyrrolo[2,1-c][1,4]benzodiazepine was dissolved in ethyl acetate, a 4N hydrochloric aci... Starting materials: COC1=CC=C(C=C1)C=1NC=C(N1)C1=C(C=CC=C1)[N+](=O)[O-] (2-(4-Methoxyphenyl)-4-(2-nitrophenyl)imidazole). The reagents and catalysts are [Pd] (Pd—C). Solvent: CCO (EtOH). Run at time 45 minute. Product: COC1=CC=C(C=C1)C=1NC=C(N1)C1=C(C=CC=C1)N (2-(4-methoxyphenyl)-4-(2-aminophenyl)imidazole). Yield: 102.4%. RXN SMILES: [CH3:1][O:2][C:3]1[CH:8]=[CH:7][C:6]([C:9]2[NH:10][CH:11]=[C:12]([C:14]3[CH:19]=[CH:18][CH:17]=[CH:16][C:15]=3[N+:20]([O-])=O)[N:13]=2)=[CH:5][CH:4]=1>[Pd].CCO>[CH3:1][O:2][C:3]1[CH:4]=[CH:5][C:6]([C:9]2[NH:10][CH:11]=[C:12]([C:14]3[CH:19]=[CH:18][CH:17]=[CH:16][C:15]=3[NH2:20])[N:13]=2)=[CH:7][CH:8]=1. Procedure: 2-(4-Methoxyphenyl)-4-(2-nitrophenyl)imidazole (10 g) is mixed with EtOH (80 ml) and 5% Pd—C (wet, 2 g). The mixture is shaken under hydrogen at 50 psi for 45 min. then filtered through Celite. The filtrate is evaporated under reduced pressure to yield 2-(4-methoxyphenyl)-4-(2-aminophenyl)imidazole (9.2 g) as a brown solid which is used in the next step without further purification. The reactants are CCOC(=O)c1ccc2c(c1)CC(C)(C)C(c1cc(F)cc(N(C)C)c1)N2, CO, Cl, [Li+], C1CCOC1, [OH-], O, O. Product: CN(C)c1cc(F)cc(C2Nc3ccc(C(=O)O)cc3CC2(C)C)c1. RXN SMILES: [CH2:1]([CH3:2])[O:3][C:4](=[O:5])[c:6]1[cH:7][c:8]2[c:13]([cH:14][cH:15]1)[NH:12][CH:11]([c:16]1[cH:17][c:18]([N:23]([CH3:24])[CH3:25])[cH:19][c:20]([F:22])[cH:21]1)[C:10]([CH3:26])([CH3:27])[CH2:9]2.[CH3:33][OH:34].[ClH:32].[Li+:30].[O:35]1[CH2:36][CH2:37][CH2:38][CH2:39]1.[OH-:29].[OH2:28].[OH2:31]>>[O:3]=[C:4]([OH:5])[c:6]1[cH:7][c:8]2[c:13]([cH:14][cH:15]1)[NH:12][CH:11]([c:16]1[cH:17][c:18]([N:23]([CH3:24])[CH3:25])[cH:19][c:20]([F:22])[cH:21]1)[C:10]([CH3:26])([CH3:27])[CH2:9]2. The reactants are N#CBr (cyanogen bromide), C([O-])(O)=O.[Na+] (sodium bicarbonate), CN1C2CC3=C1CCC1=C3C=CCN=CC1(C2C)C (1,2,3,4,5,6-hexahydro-3,6,12-trimethyl-2,6-methano-9H-pyrrolo[3,2-h][3]benzazocine). Run in C(Cl)(Cl)Cl (chloroform), C(Cl)(Cl)Cl (chloroform). The product is C(#N)N1C2CC3=C1CCC1=C3C=CCN=CC1(C2C)C (3-cyano-6,12-dimethyl-1,2,3,4,5,6-hexahydro-2,6-methano-9H-pyrrolo[3,2-h][3]benzazocine). Isolated yield 70.0%. As a reaction SMILES: [N:1]#CBr.[CH3:4][N:5]1[C:9]2[CH2:10][CH2:11][C:12]3[C:19]4([CH3:22])[CH:20]([CH3:21])[CH:6]1[CH2:7][C:8]=2[C:13]=3[CH:14]=[CH:15][CH2:16][N:17]=[CH:18]4.C(=O)(O)[O-].[Na+]>C(Cl)(Cl)Cl>[C:4]([N:5]1[C:9]2[CH2:10][CH2:11][C:12]3[C:19]4([CH3:22])[CH:20]([CH3:21])[CH:6]1[CH2:7][C:8]=2[C:13]=3[CH:14]=[CH:15][CH2:16][N:17]=[CH:18]4)#[N:1] |f:2.3|. Reported procedure: To a stirred solution of 0.50 g of cyanogen bromide and 20 ml of chloroform was added, at room temperature with stirring, a solution of 1.0 g of 1,2,3,4,5,6-hexahydro-3,6,12-trimethyl-2,6-methano-9H-pyrrolo[3,2-h][3]benzazocine and 40 ml of chloroform. The mixture was heated at reflux for 2.6 hr, under nitrogen, and then cooled to room temperature. Dilute aqueous sodium bicarbonate solution was added and the layers were separated. The organic layer was washed with sodium bicarbonate solution. Th... The reactants are [OH-].[Na+] (sodium hydroxide), CC1=NN(C=C1C=1C=C2C(=CC=NC2=CC1)C1=NC=CC=C1)C(C1=CC=CC=C1)(C1=CC=CC=C1)C1=CC=CC=C1 (6-(3-methyl-1-trityl-1H-pyrazolyl)-4-(2-pyridyl)quinoline), Cl (hydrochloric acid), O1CCCC1 (tetrahydrofuran). The solvent is CO (methanol), O (water), C(C)(=O)OCC (ethyl acetate), O (water). Run at time 8 hour. Yields the product Cl.Cl.CC1=NNC=C1C=1C=C2C(=CC=NC2=CC1)C1=NC=CC=C1 (6-(3-Methyl-1H-4-pyrazolyl)-4-(2-pyridyl)quinoline dihydrochloride). As a reaction SMILES: [CH3:1][C:2]1[C:6]([C:7]2[CH:8]=[C:9]3[C:14](=[CH:15][CH:16]=2)[N:13]=[CH:12][CH:11]=[C:10]3[C:17]2[CH:22]=[CH:21][CH:20]=[CH:19][N:18]=2)=[CH:5][N:4](C(C2C=CC=CC=2)(C2C=CC=CC=2)C2C=CC=CC=2)[N:3]=1.[ClH:42].O1CCCC1.[OH-].[Na+]>O.C(OCC)(=O)C.CO>[ClH:42].[ClH:42].[CH3:1][C:2]1[C:6]([C:7]2[CH:8]=[C:9]3[C:14](=[CH:15][CH:16]=2)[N:13]=[CH:12][CH:11]=[C:10]3[C:17]2[CH:22]=[CH:21][CH:20]=[CH:19][N:18]=2)=[CH:5][NH:4][N:3]=1 |f:3.4,8.9.10|. Procedure details: A mixture of 33 mg 6-(3-methyl-1-trityl-1H-pyrazolyl)-4-(2-pyridyl)quinoline obtained in Example 154, 0.48 mL of 5 N hydrochloric acid, 3 mL tetrahydrofuran, and 3 mL methanol was stirred overnight at room temperature. The reaction solution was cooled with iced water and basified with 5N aqueous sodium hydroxide, then ethyl acetate and water were added thereto, and the organic layer was separated. The organic layer was washed with brine and dried over anhydrous sodium sulfate. The drying agent w... Reactants: CCOCC, CCOC(C)=O, CC(C)(C)OC(=O)NCc1ccc(Cl)cc1CNC(=O)C1CCCN1C(=O)C(C)(O)c1ccccc1. Product: CC(O)(C(=O)N1CCCC1C(=O)NCc1cc(Cl)ccc1CN)c1ccccc1. Reaction SMILES: [CH3:37][CH2:38][O:39][CH2:40][CH3:41].[CH3:42][CH2:43][O:44][C:45]([CH3:46])=[O:47].[OH:1][C:2]([C:3](=[O:4])[N:5]1[CH:6]([C:7](=[O:8])[NH:9][CH2:10][c:11]2[c:12]([CH2:18][NH:19][C:20]([O:21][C:22]([CH3:23])([CH3:24])[CH3:25])=[O:26])[cH:13][cH:14][c:15]([Cl:17])[cH:16]2)[CH2:27][CH2:28][CH2:29]1)([CH3:30])[c:31]1[cH:32][cH:33][cH:34][cH:35][cH:36]1>>[OH:1][C:2]([C:3](=[O:4])[N:5]1[CH:6]([C:7](=[O:8])[NH:9][CH2:10][c:11]2[c:12]([CH2:18][NH2:19])[cH:13][cH:14][c:15]([Cl:17])[cH:16]2)[CH2:27][CH2:28][CH2:29]1)([CH3:30])[c:31]1[cH:32][cH:33][cH:34][cH:35][cH:36]1. Reactants: CO, NC(CF)(Cc1cccc(O)c1)C(=O)O, O=S(Cl)Cl. The product is COC(=O)C(N)(CF)Cc1cccc(O)c1. As a reaction SMILES: [CH3:20][OH:21].[NH2:1][C:2]([C:3](=[O:4])[OH:5])([CH2:6][c:7]1[cH:8][c:9]([OH:13])[cH:10][cH:11][cH:12]1)[CH2:14][F:15].[S:16]([Cl:17])([Cl:18])=[O:19]>>[NH2:1][C:2]([C:3](=[O:4])[O:5][CH3:20])([CH2:6][c:7]1[cH:8][c:9]([OH:13])[cH:10][cH:11][cH:12]1)[CH2:14][F:15].